This data is from the Open Reaction Database (ORD), a public repository of structured organic reaction records. The task is: describe an organic reaction: reactants, conditions, products, and yield Starting materials: C(=O)([O-])[O-].[K+].[K+] (K2CO3), BrC1=C2C3=C(N(C2=C(C(=C1)N(C)C(=O)OC(C)(C)C)OC)C(=O)OC(C)(C)C)N=CC(=C3)C (tert-butyl 5-bromo-7-(tert-butoxycarbonyl(methyl)amino)-8-methoxy-3-methyl-9H-pyrido[2,3-b]indole-9-carboxylate), C(C)S(=O)(=O)C=1C=C(C=CC1)B(O)O (3-(ethylsulfonyl)phenylboronic acid), O1CCOCC1 (dioxane). Reagents/catalysts: C=1C=CC(=CC1)[P](C=2C=CC=CC2)(C=3C=CC=CC3)[Pd]([P](C=4C=CC=CC4)(C=5C=CC=CC5)C=6C=CC=CC6)([P](C=7C=CC=CC7)(C=8C=CC=CC8)C=9C=CC=CC9)[P](C=1C=CC=CC1)(C=1C=CC=CC1)C=1C=CC=CC1 (Pd(PPh3)4). Run in CCOC(=O)C (EtOAc). Conditions: temperature 140 celsius. Yields the product C(C)(C)(C)OC(=O)N(C1=CC(=C2C3=C(N(C2=C1OC)C(=O)OC(C)(C)C)N=CC(=C3)C)C3=CC(=CC=C3)S(=O)(=O)CC)C (tert-butyl 7-(tert-butoxycarbonyl(methyl)amino)-5-(3-(ethylsulfonyl)phenyl)-8-methoxy-3-methyl-9H-pyrido[2,3-b]indole-9-carboxylate). As a reaction SMILES: Br[C:2]1[CH:10]=[C:9]([N:11]([C:13]([O:15][C:16]([CH3:19])([CH3:18])[CH3:17])=[O:14])[CH3:12])[C:8]([O:20][CH3:21])=[C:7]2[C:3]=1[C:4]1[CH:32]=[C:31]([CH3:33])[CH:30]=[N:29][C:5]=1[N:6]2[C:22]([O:24][C:25]([CH3:28])([CH3:27])[CH3:26])=[O:23].[CH2:34]([S:36]([C:39]1[CH:40]=[C:41](B(O)O)[CH:42]=[CH:43][CH:44]=1)(=[O:38])=[O:37])[CH3:35].O1CCOCC1.C([O-])([O-])=O.[K+].[K+]>CCOC(C)=O.C1C=CC([P]([Pd]([P](C2C=CC=CC=2)(C2C=CC=CC=2)C2C=CC=CC=2)([P](C2C=CC=CC=2)(C2C=CC=CC=2)C2C=CC=CC=2)[P](C2C=CC=CC=2)(C2C=CC=CC=2)C2C=CC=CC=2)(C2C=CC=CC=2)C2C=CC=CC=2)=CC=1>[C:16]([O:15][C:13]([N:11]([CH3:12])[C:9]1[C:8]([O:20][CH3:21])=[C:7]2[C:3]([C:4]3[CH:32]=[C:31]([CH3:33])[CH:30]=[N:29][C:5]=3[N:6]2[C:22]([O:24][C:25]([CH3:28])([CH3:26])[CH3:27])=[O:23])=[C:2]([C:41]2[CH:42]=[CH:43][CH:44]=[C:39]([S:36]([CH2:34][CH3:35])(=[O:37])=[O:38])[CH:40]=2)[CH:10]=1)=[O:14])([CH3:18])([CH3:19])[CH3:17] |f:3.4.5,^1:69,71,90,109|. Procedure: A 5 mL microwave vial was charged with Compound 250 (520 mg, 1.0 mmol), 3-(ethylsulfonyl)phenylboronic acid (321 mg, 1.5 mmol) and Pd(PPh3)4 (116 mg, 0.10 mmol). To the mixture was added dioxane (2 mL) and a saturated aqueous solution of K2CO3 (1 mL). The reaction mixture was heated at 140° C. for 20 min. in microwave. The reaction was diluted with EtOAc and washed with water and brine. The organic extracts were dried (Na2SO4) and concentrated and the crude Compound 251 was taken forward for Boc... Solvent: C(C)(=O)OCC (ethyl acetate). Procedure details: A solution of 5-chloro-2-(1-homopiperazinyl)-7-methylbenzoxazole (2.5 g) in ethyl acetate (75 mL) was added dropwise with a separately prepared methanesulfonic acid/methanol solution [prepared by adding methanol to methanesulfonic acid (0.61 mL) to a total volume of 12.5 mL] at room temperature with stirring. After the addition, the mixture was stirred for 1 hour at room temperature and for 1 hour with ice cooling, and the produced colorless precipitates were collected by filtration. The precipi... Reaction SMILES: [Cl:1][C:2]1[CH:3]=[C:4]([CH3:18])[C:5]2[O:9][C:8]([N:10]3[CH2:16][CH2:15][CH2:14][NH:13][CH2:12][CH2:11]3)=[N:7][C:6]=2[CH:17]=1.[CH3:19][S:20]([OH:23])(=[O:22])=[O:21].CO.CO.CS(O)(=O)=O>C(OCC)(=O)C>[CH3:19][S:20]([OH:23])(=[O:22])=[O:21].[Cl:1][C:2]1[CH:3]=[C:4]([CH3:18])[C:5]2[O:9][C:8]([N:10]3[CH2:16][CH2:15][CH2:14][NH:13][CH2:12][CH2:11]3)=[N:7][C:6]=2[CH:17]=1 |f:1.2,6.7|. The product is CS(=O)(=O)O.ClC=1C=C(C2=C(N=C(O2)N2CCNCCC2)C1)C (5-Chloro-2-(1-homopiperazinyl)-7-methylbenzoxazole methanesulfonate). Reactants: ClC=1C=C(C2=C(N=C(O2)N2CCNCCC2)C1)C (5-chloro-2-(1-homopiperazinyl)-7-methylbenzoxazole), CS(=O)(=O)O.CO (methanesulfonic acid methanol), CO (methanol), CS(=O)(=O)O (methanesulfonic acid). The reactants are [Na+].ClC1=CC(=C(C=C1CC)NCC(=O)[O-])[N+](=O)[O-] (N-(4′-Chloro-5′-ethyl-2′-nitrophenyl)glycine sodium salt), O.O.[Sn](Cl)Cl (tin (II) chloride dihydrate). The solvent is C(C)O (ethanol). Product: ClC1=C(C=C2NCC(NC2=C1)=O)CC (7-Chloro-3,4-dihydro-6-ethylquinoxaline-2(1H)-one). RXN SMILES: [Na+].[Cl:2][C:3]1[C:8]([CH2:9][CH3:10])=[CH:7][C:6]([NH:11][CH2:12][C:13]([O-])=[O:14])=[C:5]([N+:16]([O-])=O)[CH:4]=1.O.O.[Sn](Cl)Cl>C(O)C>[Cl:2][C:3]1[CH:4]=[C:5]2[C:6]([NH:11][CH2:12][C:13](=[O:14])[NH:16]2)=[CH:7][C:8]=1[CH2:9][CH3:10] |f:0.1,2.3.4|. Procedure details: A suspension of N-(4′-Chloro-5′-ethyl-2′-nitrophenyl)glycine sodium salt (0.082 g, 0.31 mmol) and tin (II) chloride dihydrate (0.215 g, 0.953 mmol) in ethanol (1.0 mL) was refluxed for 45 min. It was then cooled to room temperature and the precipitated solid was filtered, washed with ethanol (1.0 mL), and dried under vacuum to yield 0.048 g (72%) pure (1H NMR) title compound as a light yellow powder; 1H NMR (DMSO-d6) δ 1.05 (t, 3H, J=7.2 Hz), 2.52 (d, 2, J=7.2), 3.67 (s, 2H), 6.04 (s, 1H), 6.54 ... Reactants: CCOC(=O)c1ccc(C2COC(OC)C2)cc1, ClCCl, [Mg+2], O=S(=O)([O-])[O-], O=C(OO)c1cccc(Cl)c1. Yields the product CCOC(=O)c1ccc(C2COC(=O)C2)cc1. RXN SMILES: [CH2:18]([CH3:19])[O:20][C:21]([c:22]1[cH:23][cH:24][c:25]([CH:28]2[CH2:29][O:30][CH:31]([O:33][CH3:34])[CH2:32]2)[cH:26][cH:27]1)=[O:35].[Cl:36][CH2:37][Cl:38].[Mg+2:12].[O-:13][S:14](=[O:15])(=[O:16])[O-:17].[OH:1][O:2][C:3]([c:4]1[cH:5][c:6]([Cl:7])[cH:8][cH:9][cH:10]1)=[O:11]>>[CH2:18]([CH3:19])[O:20][C:21]([c:22]1[cH:23][cH:24][c:25]([CH:28]2[CH2:29][O:30][C:31](=[O:33])[CH2:32]2)[cH:26][cH:27]1)=[O:35]. Reactants: [N+](=O)([O-])C1=C2C=CC(=NC2=CC=C1)C (5-nitro-2-methylquinoline), C(C1=CC=CC=C1)(=O)OOC(C1=CC=CC=C1)=O (benzoyl peroxide), BrN1C(CCC1=O)=O (N-bromosuccinimide). Run in ClC(Cl)(Cl)Cl (tetrachloromethane). The product is BrCC1=NC2=CC=CC(=C2C=C1)[N+](=O)[O-] (2-Bromomethyl-5-nitroquinoline). Reaction SMILES: [N+:1]([C:4]1[CH:13]=[CH:12][CH:11]=[C:10]2[C:5]=1[CH:6]=[CH:7][C:8]([CH3:14])=[N:9]2)([O-:3])=[O:2].C(OOC(=O)C1C=CC=CC=1)(=O)C1C=CC=CC=1.[Br:33]N1C(=O)CCC1=O>ClC(Cl)(Cl)Cl>[Br:33][CH2:14][C:8]1[CH:7]=[CH:6][C:5]2[C:10](=[CH:11][CH:12]=[CH:13][C:4]=2[N+:1]([O-:3])=[O:2])[N:9]=1. Procedure details: A solution that consists of 800 mg (4.25 mmol) of 5-nitro-2-methylquinoline in 20 ml of tetrachloromethane is mixed with 11 mg (0.04 mmol) of benzoyl peroxide and 794 mg (4.46 mmol) of N-bromosuccinimide. The reaction mixture is allowed to reflux for 8 hours in the presence of UV light. Insoluble components are filtered off, and the filtrate is concentrated by evaporation. After purification on silica gel with hexane-ethyl acetate (0-100%), 320 mg (28% of theory) of the product is obtained. Starting materials: CC(C)(C)OC(=O)NC1CCOC1=O, CO, [Na], Sc1ccccn1. The product is CC(C)(C)OC(=O)NC(CCSc1ccccn1)C(=O)O. Reaction SMILES: [C:9]([CH3:10])([CH3:11])([CH3:12])[O:13][C:14]([NH:15][CH:16]1[C:17](=[O:21])[O:18][CH2:19][CH2:20]1)=[O:22].[CH3:23][OH:24].[Na:1].[SH:2][c:3]1[cH:4][cH:5][cH:6][cH:7][n:8]1>>[S:2]([c:3]1[cH:4][cH:5][cH:6][cH:7][n:8]1)[CH2:19][CH2:20][CH:16]([NH:15][C:14]([O:13][C:9]([CH3:10])([CH3:11])[CH3:12])=[O:22])[C:17](=[O:18])[OH:21]. Reactants: CC(C)(C)OC(=O)Nc1ccc(C(F)(F)F)cc1NC(=O)CC(=O)c1cccc(-c2ccnc(C#N)c2)c1, ClCCl, O=C(O)C(F)(F)F. The product is N#Cc1cc(-c2cccc(C3=Nc4ccc(C(F)(F)F)cc4NC(=O)C3)c2)ccn1. Reaction SMILES: [C:1]([O:2][C:3](=[O:4])[NH:7][c:8]1[c:9]([NH:18][C:19]([CH2:20][C:21](=[O:5])[c:23]2[cH:24][c:25](-[c:29]3[cH:30][c:31]([C:35]#[N:36])[n:32][cH:33][cH:34]3)[cH:26][cH:27][cH:28]2)=[O:37])[cH:10][c:11]([C:14]([F:15])([F:16])[F:17])[cH:12][cH:13]1)([CH3:6])([CH3:22])[CH3:38].[Cl:46][CH2:47][Cl:48].[F:39][C:40]([F:41])([F:42])[C:43]([OH:44])=[O:45]>>[N:7]1=[C:21]([c:23]2[cH:24][c:25](-[c:29]3[cH:30][c:31]([C:35]#[N:36])[n:32][cH:33][cH:34]3)[cH:26][cH:27][cH:28]2)[CH2:20][C:19](=[O:37])[NH:18][c:9]2[c:8]1[cH:13][cH:12][c:11]([C:14]([F:15])([F:16])[F:17])[cH:10]2.